This data is from the Open Reaction Database (ORD), a public repository of structured organic reaction records. The task is: describe an organic reaction: reactants, conditions, products, and yield Reactants: Cl.N1(N=CC=C1)C(N)=N (1H-pyrazole-1-carboximidamide hydrochloride), CCN(C(C)C)C(C)C (DIPEA), O1CCC(CC1)N (tetrahydro-2H-pyran-4-amine), CCOCC (Et2O). Run in CN(C)C=O (DMF). Reaction conditions: time 3 day. Yields the product O1CCC(CC1)NC(=N)N (1-(tetrahydro-2H-pyran-4-yl)guanidine). Isolated yield 78.0%. RXN SMILES: Cl.[N:2]1([C:7](=[NH:9])[NH2:8])[CH:6]=[CH:5][CH:4]=N1.CCN(C(C)C)C(C)C.[O:19]1CCC(N)[CH2:21][CH2:20]1.CCOCC>CN(C=O)C>[O:19]1[CH2:20][CH2:21][CH:6]([NH:2][C:7]([NH2:8])=[NH:9])[CH2:5][CH2:4]1 |f:0.1|. Procedure: To a stirred solution of 1H-pyrazole-1-carboximidamide hydrochloride (65.2 g, 445 mmol) in DMF (200 mL) at RT under nitrogen was added sequentially DIPEA (103 mL, 593 mmol) and tetrahydro-2H-pyran-4-amine (30 g, 297 mmol; CASRN 38041-19-9) and the reaction was stirred for 3 d. Et2O (100 mL) was added, and the reaction was stirred for 10 min then the reaction was allowed to settle and the ether layer was decanted. This process was repeated 3 times and a solid formed after allowing to settle for 3... Starting materials: C1CCOC1, COC(=O)c1sc(C#CC(C)(C)C)cc1N(C(=O)C1CCC(C)CC1)C1CCC(Sc2nncn2C)CC1, Cl, [Li+], [OH-], O. Yields the product CC1CCC(C(=O)N(c2cc(C#CC(C)(C)C)sc2C(=O)O)C2CCC(Sc3nncn3C)CC2)CC1. As a reaction SMILES: [CH2:42]1[O:43][CH2:44][CH2:45][CH2:46]1.[CH3:1][O:2][C:3](=[O:4])[c:5]1[s:6][c:7]([C:33]#[C:34][C:35]([CH3:36])([CH3:37])[CH3:38])[cH:8][c:9]1[N:10]([CH:11]1[CH2:12][CH2:13][CH:14]([S:17][c:18]2[n:19][n:20][cH:21][n:22]2[CH3:23])[CH2:15][CH2:16]1)[C:24](=[O:25])[CH:26]1[CH2:27][CH2:28][CH:29]([CH3:32])[CH2:30][CH2:31]1.[ClH:41].[Li+:40].[OH-:39].[OH2:47]>>[O:2]=[C:3]([OH:4])[c:5]1[s:6][c:7]([C:33]#[C:34][C:35]([CH3:36])([CH3:37])[CH3:38])[cH:8][c:9]1[N:10]([CH:11]1[CH2:12][CH2:13][CH:14]([S:17][c:18]2[n:19][n:20][cH:21][n:22]2[CH3:23])[CH2:15][CH2:16]1)[C:24](=[O:25])[CH:26]1[CH2:27][CH2:28][CH:29]([CH3:32])[CH2:30][CH2:31]1. The reactants are C(C)(C)(C)OC(NCC1=CC=2N(C=C1C1=C(C=C(C=C1)Cl)Cl)C(=CN2)N2CCNCC2)=O ([6-(2,4-dichloro-phenyl)-3-piperazin-1-yl-imidazo[1,2-a]pyridin-7-ylmethyl]-carbamic acid tert-butyl ester), C(C)(=O)Cl (acetyl chloride), N1=CC=CC=C1 (pyridine). Reagents/catalysts: CN(C)C=1C=CN=CC1 (DMAP). Run in C(Cl)Cl (DCM). Run at time 14 hour. Yields the product NCC1=CC=2N(C=C1C1=C(C=C(C=C1)Cl)Cl)C(=CN2)N2CCN(CC2)C(C)=O (1-{4-[7-Aminomethyl-6-(2,4-dichloro-phenyl)-imidazo[1,2-a]pyridin-3-yl]-piperazin-1-yl}-ethanone). Isolated yield 56.7%. Reaction SMILES: C(OC(=O)[NH:7][CH2:8][C:9]1[C:14]([C:15]2[CH:20]=[CH:19][C:18]([Cl:21])=[CH:17][C:16]=2[Cl:22])=[CH:13][N:12]2[C:23]([N:26]3[CH2:31][CH2:30][NH:29][CH2:28][CH2:27]3)=[CH:24][N:25]=[C:11]2[CH:10]=1)(C)(C)C.[C:33](Cl)(=[O:35])[CH3:34].N1C=CC=CC=1>C(Cl)Cl.CN(C1C=CN=CC=1)C>[NH2:7][CH2:8][C:9]1[C:14]([C:15]2[CH:20]=[CH:19][C:18]([Cl:21])=[CH:17][C:16]=2[Cl:22])=[CH:13][N:12]2[C:23]([N:26]3[CH2:27][CH2:28][N:29]([C:33](=[O:35])[CH3:34])[CH2:30][CH2:31]3)=[CH:24][N:25]=[C:11]2[CH:10]=1. Reported procedure: To a solution of [6-(2,4-dichloro-phenyl)-3-piperazin-1-yl-imidazo[1,2-a]pyridin-7-ylmethyl]-carbamic acid tert-butyl ester (30 mg, 0.06 mmol) in DCM (0.5 mL) were added successively acetyl chloride (6 mg, 0.07 mmol), pyridine (0.015 mL, 0.19 mmol) and DMAP (1 mg, 0.006 mmol). The reaction mixture was stirred at RT for 14 h then evaporated to dryness. The resulting residue was dissolved in DCM (2 mL) then TFA (1 mL) was added and the mixture was stirred at RT for 30 min. The reaction mixture was... The reactants are C(C)(C)(C)OC(CBr)=O (bromoacetic acid-tert-butyl ester), O (water), C([O-])([O-])=O.[K+].[K+] (potassium carbonate), C(C1=CC=CC=C1)NCCO (N-benzylethanolamine). The solvent is O1CCCC1 (tetrahydrofuran). The product is C(C)(C)(C)OC(CN(CCO)CC1=CC=CC=C1)=O (N-Benzyl-N-(2-hydroxyethyl)-glycine-tert-butyl ester). Reaction SMILES: [CH2:1]([NH:8][CH2:9][CH2:10][OH:11])[C:2]1[CH:7]=[CH:6][CH:5]=[CH:4][CH:3]=1.O.C(=O)([O-])[O-].[K+].[K+].[C:19]([O:23][C:24](=[O:27])[CH2:25]Br)([CH3:22])([CH3:21])[CH3:20]>O1CCCC1>[C:19]([O:23][C:24](=[O:27])[CH2:25][N:8]([CH2:1][C:2]1[CH:7]=[CH:6][CH:5]=[CH:4][CH:3]=1)[CH2:9][CH2:10][OH:11])([CH3:22])([CH3:21])[CH3:20] |f:2.3.4|. Reported procedure: 15.1 g (100 mmol) of N-benzylethanolamine is dissolved in 50 ml of tetrahydrofuran and mixed with 15 ml of water and 13.8 g (100 mmol) of potassium carbonate. After instillation of 20.5 g (105 mmol) of bromoacetic acid-tert-butyl ester, it is stirred for 6 hours at 65° C. After cooling, it is filtered, concentrated by evaporation in a vacuum and the residue is chromatographed on silica gel with diethyl ether/hexane/triethylamine. The product fractions are concentrated by evaporation in a vacuum ... The reactants are [Cl-].C(C)OP(OCC)(O)=O (phosphoric acid diethyl ester chloride), [OH-].[Na+] (sodium hydroxide), C(C#C)O (propargyl alcohol). Solvent: O (water). Conditions: time 15 minute. The product is C(C#C)OP(OCC)(OCC)=O (phosphoric acid diethyl propargyl ester). The yield is 70.0%. RXN SMILES: [Cl-].[CH2:2]([O:4][P:5](=O)([OH:9])[O:6][CH2:7][CH3:8])[CH3:3].[OH-].[Na+].[CH2:13]([OH:16])[C:14]#[CH:15]>O>[CH2:13]([O:16][P:5](=[O:9])([O:6][CH2:7][CH3:8])[O:4][CH2:2][CH3:3])[C:14]#[CH:15] |f:0.1,2.3|. Reported procedure: 1 mol of phosphoric acid diethyl ester chloride and 1.07 mols of 50% strength sodium hydroxide solution were added dropwise to 3.33 mols of propargyl alcohol (233% excess) at 15°-20° C. The mixture was stirred for 15 minutes, water was added to dissolve the salt and the mixture was extracted with 800 ml of chloroform. On distillation, 70% of phosphoric acid diethyl propargyl ester was obtained. Starting materials: CC(C)(C)[Si](C)(C)Cl, O=C([O-])O, CCOCC, CC(CO)Oc1cc(Oc2ccc(C(=O)N3CCC3)cc2F)cc(C(=O)O)c1, [Na+], CN(C)C=O, O, O=C(O)CC(O)(CC(=O)O)C(=O)O, c1c[nH]cn1. Product: CC(CO[Si](C)(C)C(C)(C)C)Oc1cc(Oc2ccc(C(=O)N3CCC3)cc2F)cc(C(=O)O)c1. Reaction SMILES: [C:29]([CH3:30])([CH3:31])([CH3:32])[Si:33]([CH3:34])([CH3:35])[Cl:36].[C:42](=[O:43])([OH:44])[O-:45].[CH3:65][CH2:66][O:67][CH2:68][CH3:69].[N:1]1([C:5](=[O:6])[c:7]2[cH:8][c:9]([F:28])[c:10]([O:11][c:12]3[cH:13][c:14]([C:15](=[O:16])[OH:17])[cH:18][c:19]([O:21][CH:22]([CH2:23][OH:24])[CH3:25])[cH:20]3)[cH:26][cH:27]2)[CH2:2][CH2:3][CH2:4]1.[Na+:46].[O:60]=[CH:61][N:62]([CH3:63])[CH3:64].[OH2:70].[OH:47][C:48]([CH2:49][C:50]([C:51](=[O:52])[OH:53])([CH2:54][C:55](=[O:56])[OH:57])[OH:58])=[O:59].[nH:37]1[cH:38][cH:39][n:40][cH:41]1>>[N:1]1([C:5](=[O:6])[c:7]2[cH:8][c:9]([F:28])[c:10]([O:11][c:12]3[cH:13][c:14]([C:15](=[O:16])[OH:17])[cH:18][c:19]([O:21][CH:22]([CH2:23][O:24][Si:33]([C:29]([CH3:30])([CH3:31])[CH3:32])([CH3:34])[CH3:35])[CH3:25])[cH:20]3)[cH:26][cH:27]2)[CH2:2][CH2:3][CH2:4]1. Reactants: CS(C)=O, CCN(C(C)C)C(C)C, Clc1cccc(Cl)c1N1CCNCC1, FC(F)(F)c1ccc2nc(Cl)[nH]c2c1, O. Product: FC(F)(F)c1ccc2nc(N3CCN(c4c(Cl)cccc4Cl)CC3)[nH]c2c1. Reaction SMILES: [CH3:39][S:40]([CH3:41])=[O:42].[CH:29]([N:30]([CH2:31][CH3:32])[CH:33]([CH3:34])[CH3:35])([CH3:36])[CH3:37].[Cl:15][c:16]1[c:17]([N:23]2[CH2:24][CH2:25][NH:26][CH2:27][CH2:28]2)[c:18]([Cl:22])[cH:19][cH:20][cH:21]1.[Cl:1][c:2]1[n:3][c:4]2[c:5]([nH:6]1)[cH:7][c:8]([C:11]([F:12])([F:13])[F:14])[cH:9][cH:10]2.[OH2:38]>>[c:2]1([N:26]2[CH2:25][CH2:24][N:23]([c:17]3[c:16]([Cl:15])[cH:21][cH:20][cH:19][c:18]3[Cl:22])[CH2:28][CH2:27]2)[n:3][c:4]2[c:5]([nH:6]1)[cH:7][c:8]([C:11]([F:12])([F:13])[F:14])[cH:9][cH:10]2. Reactants: [BH4-], CCC(NC(=O)OCc1ccccc1)C(=O)C1(C(=O)OC(C)(C)C)CC1, CO, [Cl-], [NH4+], [Na+]. The product is CCC(NC(=O)OCc1ccccc1)C(O)C1(C(=O)OC(C)(C)C)CC1. As a reaction SMILES: [BH4-:27].[CH2:1]([c:2]1[cH:3][cH:4][cH:5][cH:6][cH:7]1)[O:8][C:9](=[O:10])[NH:11][CH:12]([C:13](=[O:14])[C:15]1([C:18](=[O:19])[O:20][C:21]([CH3:22])([CH3:23])[CH3:24])[CH2:16][CH2:17]1)[CH2:25][CH3:26].[CH3:31][OH:32].[Cl-:29].[NH4+:30].[Na+:28]>>[CH2:1]([c:2]1[cH:3][cH:4][cH:5][cH:6][cH:7]1)[O:8][C:9](=[O:10])[NH:11][CH:12]([CH:13]([OH:14])[C:15]1([C:18](=[O:19])[O:20][C:21]([CH3:22])([CH3:23])[CH3:24])[CH2:16][CH2:17]1)[CH2:25][CH3:26]. Starting materials: CN(CCN(C)C(=O)OC(C)(C)C)C(=O)Cn1c(-c2ccccc2)c(C2CCCCC2)c2ccc(C(=O)O)cc21, O=S(=O)(CCCCl)NCc1ccccc1, CCN=C=NCCCN(C)C, CN(C)c1ccncc1, ClCCl, Cl. Yields the product CN(CCN(C)C(=O)OC(C)(C)C)C(=O)Cn1c(-c2ccccc2)c(C2CCCCC2)c2ccc(C(=O)N(Cc3ccccc3)S(=O)(=O)CCCCl)cc21. As a reaction SMILES: [C:1]([CH3:2])([CH3:3])([CH3:4])[O:5][C:6](=[O:7])[N:8]([CH2:9][CH2:10][N:11]([C:12]([CH2:13][n:14]1[c:15](-[c:32]2[cH:33][cH:34][cH:35][cH:36][cH:37]2)[c:16]([CH:26]2[CH2:27][CH2:28][CH2:29][CH2:30][CH2:31]2)[c:17]2[cH:18][cH:19][c:20]([C:23](=[O:24])[OH:25])[cH:21][c:22]12)=[O:38])[CH3:39])[CH3:40].[CH2:41]([c:42]1[cH:43][cH:44][cH:45][cH:46][cH:47]1)[NH:48][S:49](=[O:50])(=[O:51])[CH2:52][CH2:53][CH2:54][Cl:55].[CH3:56][CH2:57][N:58]=[C:59]=[N:60][CH2:61][CH2:62][CH2:63][N:64]([CH3:65])[CH3:66].[CH3:71][N:72]([c:73]1[cH:74][cH:75][n:76][cH:77][cH:78]1)[CH3:79].[Cl:68][CH2:69][Cl:70].[ClH:67]>>[C:1]([CH3:2])([CH3:3])([CH3:4])[O:5][C:6](=[O:7])[N:8]([CH2:9][CH2:10][N:11]([C:12]([CH2:13][n:14]1[c:15](-[c:32]2[cH:33][cH:34][cH:35][cH:36][cH:37]2)[c:16]([CH:26]2[CH2:27][CH2:28][CH2:29][CH2:30][CH2:31]2)[c:17]2[cH:18][cH:19][c:20]([C:23](=[O:24])[N:48]([CH2:41][c:42]3[cH:43][cH:44][cH:45][cH:46][cH:47]3)[S:49](=[O:50])(=[O:51])[CH2:52][CH2:53][CH2:54][Cl:55])[cH:21][c:22]12)=[O:38])[CH3:39])[CH3:40]. Reactants: C1COCCO1, O=C(OO)c1cccc(Cl)c1, O=S(=O)(c1ccccc1)n1ccc2cnccc21. The product is O=S(=O)(c1ccccc1)n1ccc2c[n+]([O-])ccc21. As a reaction SMILES: [O:30]1[CH2:31][CH2:32][O:33][CH2:34][CH2:35]1.[OH:19][O:20][C:21]([c:22]1[cH:23][c:24]([Cl:25])[cH:26][cH:27][cH:28]1)=[O:29].[c:1]1([S:7](=[O:8])(=[O:9])[n:10]2[cH:11][cH:12][c:13]3[cH:14][n:15][cH:16][cH:17][c:18]23)[cH:2][cH:3][cH:4][cH:5][cH:6]1>>[c:1]1([S:7](=[O:8])(=[O:9])[n:10]2[cH:11][cH:12][c:13]3[cH:14][n+:15]([O-:19])[cH:16][cH:17][c:18]23)[cH:2][cH:3][cH:4][cH:5][cH:6]1.